The task is: describe an organic reaction: reactants, conditions, products, and yield. This data is from the Open Reaction Database (ORD), a public repository of structured organic reaction records. Reactants: Brc1ccc2c(c1)Cc1ccccc1-2, CC(C)(C)OC(=O)N1CC2CNCC2C1, O=C([O-])[O-], Cc1ccccc1, [Cs+], [Cs+], O=C(C=Cc1ccccc1)C=Cc1ccccc1, O=C(C=Cc1ccccc1)C=Cc1ccccc1, O=C(C=Cc1ccccc1)C=Cc1ccccc1, [Pd], [Pd]. Product: CC(C)(C)OC(=O)N1CC2CN(c3ccc4c(c3)Cc3ccccc3-4)CC2C1. RXN SMILES: [Br:16][c:17]1[cH:18][c:19]2[c:27]([cH:28][cH:29]1)-[c:26]1[c:21]([cH:22][cH:23][cH:24][cH:25]1)[CH2:20]2.[C:1](=[O:2])([O:3][C:4]([CH3:5])([CH3:6])[CH3:7])[N:8]1[CH2:9][CH:10]2[CH2:11][NH:12][CH2:13][CH:14]2[CH2:15]1.[C:30](=[O:31])([O-:32])[O-:33].[CH3:36][c:37]1[cH:38][cH:39][cH:40][cH:41][cH:42]1.[Cs+:34].[Cs+:35].[O:45]=[C:46]([CH:47]=[CH:48][c:49]1[cH:50][cH:51][cH:52][cH:53][cH:54]1)[CH:55]=[CH:56][c:57]1[cH:58][cH:59][cH:60][cH:61][cH:62]1.[O:63]=[C:64]([CH:65]=[CH:66][c:67]1[cH:68][cH:69][cH:70][cH:71][cH:72]1)[CH:73]=[CH:74][c:75]1[cH:76][cH:77][cH:78][cH:79][cH:80]1.[O:81]=[C:82]([CH:83]=[CH:84][c:85]1[cH:86][cH:87][cH:88][cH:89][cH:90]1)[CH:91]=[CH:92][c:93]1[cH:94][cH:95][cH:96][cH:97][cH:98]1.[Pd:43].[Pd:44]>>[C:1](=[O:2])([O:3][C:4]([CH3:5])([CH3:6])[CH3:7])[N:8]1[CH2:9][CH:10]2[CH2:11][N:12]([c:17]3[cH:18][c:19]4[c:27]([cH:28][cH:29]3)-[c:26]3[c:21]([cH:22][cH:23][cH:24][cH:25]3)[CH2:20]4)[CH2:13][CH:14]2[CH2:15]1. The reactants are CC1=CC(C)(C)N(C(=O)OC(C)(C)C)c2ccc(-c3ccc(C=O)s3)cc21, CC#N, NOS(=O)(=O)O, O. Product: CC1=CC(C)(C)N(C(=O)OC(C)(C)C)c2ccc(-c3ccc(C#N)s3)cc21. RXN SMILES: [C:1]([CH3:2])([CH3:3])([CH3:4])[O:5][C:6](=[O:7])[N:8]1[C:9]([CH3:26])([CH3:27])[CH:10]=[C:11]([CH3:25])[c:12]2[cH:13][c:14](-[c:18]3[s:19][c:20]([CH:23]=[O:24])[cH:21][cH:22]3)[cH:15][cH:16][c:17]21.[C:35](#[N:36])[CH3:37].[NH2:28][O:29][S:30]([OH:31])(=[O:32])=[O:33].[OH2:34]>>[C:1]([CH3:2])([CH3:3])([CH3:4])[O:5][C:6](=[O:7])[N:8]1[C:9]([CH3:26])([CH3:27])[CH:10]=[C:11]([CH3:25])[c:12]2[cH:13][c:14](-[c:18]3[s:19][c:20]([C:23]#[N:28])[cH:21][cH:22]3)[cH:15][cH:16][c:17]21.